From a dataset of the Open Reaction Database (ORD), a public repository of structured organic reaction records. describe an organic reaction: reactants, conditions, products, and yield The reactants are CC(C)(C)c1ccc(N)c(N)c1, CCN(CC1CC(n2ccc3c(NCc4ccc(OC)cc4OC)ncnc32)C2OC(C)(C)OC12)C1CC(CCC(=O)O)C1, CN(C)C=O, CCN(C(C)C)C(C)C. The product is CCN(CC1CC(n2ccc3c(NCc4ccc(OC)cc4OC)ncnc32)C2OC(C)(C)OC12)C1CC(CCC(=O)Nc2ccc(C(C)(C)C)cc2N)C1. As a reaction SMILES: [C:54]([CH3:55])([CH3:56])([CH3:57])[c:58]1[cH:59][c:60]([NH2:65])[c:61]([NH2:64])[cH:62][cH:63]1.[CH3:1][O:2][c:3]1[c:4]([CH2:5][NH:6][c:7]2[c:8]3[c:9]([n:10][cH:11][n:12]2)[n:13]([CH:16]2[CH2:17][CH:18]([CH2:26][N:27]([CH:28]4[CH2:29][CH:30]([CH2:32][CH2:33][C:34](=[O:35])[OH:36])[CH2:31]4)[CH2:37][CH3:38])[CH:19]4[CH:20]2[O:21][C:22]([CH3:24])([CH3:25])[O:23]4)[cH:14][cH:15]3)[cH:39][cH:40][c:41]([O:43][CH3:44])[cH:42]1.[CH3:66][N:67]([CH3:68])[CH:69]=[O:70].[CH:45]([N:46]([CH2:47][CH3:48])[CH:49]([CH3:50])[CH3:51])([CH3:52])[CH3:53]>>[CH3:1][O:2][c:3]1[c:4]([CH2:5][NH:6][c:7]2[c:8]3[c:9]([n:10][cH:11][n:12]2)[n:13]([CH:16]2[CH2:17][CH:18]([CH2:26][N:27]([CH:28]4[CH2:29][CH:30]([CH2:32][CH2:33][C:34](=[O:36])[NH:64][c:61]5[c:60]([NH2:65])[cH:59][c:58]([C:54]([CH3:55])([CH3:56])[CH3:57])[cH:63][cH:62]5)[CH2:31]4)[CH2:37][CH3:38])[CH:19]4[CH:20]2[O:21][C:22]([CH3:24])([CH3:25])[O:23]4)[cH:14][cH:15]3)[cH:39][cH:40][c:41]([O:43][CH3:44])[cH:42]1. Starting materials: C(C)(=O)C1=C(C(=C(C#N)C(=C1)Cl)I)OCC (4-acetyl-6-chloro-3-ethoxy-2-iodobenzonitrile), CC1(OB(OC1(C)C)C=C)C (4,4,5,5-tetramethyl-2-vinyl-1,3,2-dioxaborolane), ClCCl (dichloromethane), C([O-])([O-])=O.[K+].[K+] (potassium carbonate). The reagents and catalysts are C1=CC=C(C=C1)P([C-]2C=CC=C2)C3=CC=CC=C3.C1=CC=C(C=C1)P([C-]2C=CC=C2)C3=CC=CC=C3.Cl[Pd]Cl.[Fe+2] ([1,1′-bis(diphenylphosphino)ferrocene]dichloropalladium(II)). The solvent is O1CCOCC1 (1,4-dioxane), O (water). Reaction conditions: temperature 80 celsius. Yields the product C(C)(=O)C1=C(C(=C(C#N)C(=C1)Cl)C=C)OCC (4-Acetyl-6-chloro-3-ethoxy-2-vinylbenzonitrile). As a reaction SMILES: [C:1]([C:4]1[CH:11]=[C:10]([Cl:12])[C:7]([C:8]#[N:9])=[C:6](I)[C:5]=1[O:14][CH2:15][CH3:16])(=[O:3])[CH3:2].[CH3:17][C:18]1(C)C(C)(C)OB(C=C)O1.ClCCl.C(=O)([O-])[O-].[K+].[K+]>O1CCOCC1.O.C1C=CC(P(C2C=CC=CC=2)[C-]2C=CC=C2)=CC=1.C1C=CC(P(C2C=CC=CC=2)[C-]2C=CC=C2)=CC=1.Cl[Pd]Cl.[Fe+2]>[C:1]([C:4]1[CH:11]=[C:10]([Cl:12])[C:7]([C:8]#[N:9])=[C:6]([CH:17]=[CH2:18])[C:5]=1[O:14][CH2:15][CH3:16])(=[O:3])[CH3:2] |f:3.4.5,8.9.10.11|. Reported procedure: A mixture of 4-acetyl-6-chloro-3-ethoxy-2-iodobenzonitrile (1.3 g, 3.6 mmol), 4,4,5,5-tetramethyl-2-vinyl-1,3,2-dioxaborolane (740 μL, 4.3 mmol), [1,1′-bis(diphenylphosphino)ferrocene]dichloropalladium(II), complex with dichloromethane (1:1) (100 mg, 0.20 mmol) and potassium carbonate (1.5 g, 11 mmol) in 1,4-dioxane (20 mL) and water (10 mL) was heated at 80° C. overnight. The mixture was cooled to room temperature and extracted with ethyl acetate. The extracts were washed with brine, dried over...